Dataset: the Open Reaction Database (ORD), a public repository of structured organic reaction records. Task: describe an organic reaction: reactants, conditions, products, and yield The reactants are Cl (hydrogen chloride), N1(CCCCC1)CCN1N=C(C2=CC=CC=C12)N (1-(2-piperidinoethyl)-3-aminoindazole), C(C)OCC (diethyl ether). Solvent: C(C)O (ethyl alcohol). Yields the product Cl.Cl.N1(CCCCC1)CCN1N=C(C2=CC=CC=C12)N (1-(2-piperidinoethyl)-3-aminoindazole dihydrochloride). RXN SMILES: [ClH:1].C(OCC)C.[N:7]1([CH2:13][CH2:14][N:15]2[C:23]3[C:18](=[CH:19][CH:20]=[CH:21][CH:22]=3)[C:17]([NH2:24])=[N:16]2)[CH2:12][CH2:11][CH2:10][CH2:9][CH2:8]1>C(O)C>[ClH:1].[ClH:1].[N:7]1([CH2:13][CH2:14][N:15]2[C:23]3[C:18](=[CH:19][CH:20]=[CH:21][CH:22]=3)[C:17]([NH2:24])=[N:16]2)[CH2:8][CH2:9][CH2:10][CH2:11][CH2:12]1 |f:4.5.6|. Reported procedure: In 15 ml of absolute ethyl alcohol was dissolved in 1.28 g of 1-(2-piperidinoethyl)-3-aminoindazole and into the solution was introduced dried hydrogen chloride gas under cooling with ice. Anhydrous diethyl ether was added to the solution to separate crystals. Then the crystals were obtained by filtration and dried to give 1-(2-piperidinoethyl)-3-aminoindazole dihydrochloride. Starting materials: [CH2]C, CCOC(=O)C1C(C=C(Cl)Cl)C1(C)C, Cl, Cl. Product: CC1(C)C(C=C(Cl)Cl)C1C(=O)O. As a reaction SMILES: [CH2:16][CH3:17].[CH3:1][C:2]1([CH3:14])[CH:3]([C:9](=[O:10])[O:11][CH2:12][CH3:13])[CH:4]1[CH:5]=[C:6]([Cl:7])[Cl:8].[Cl:15].[ClH:18]>>[CH3:1][C:2]1([CH3:14])[CH:3]([C:9](=[O:10])[OH:11])[CH:4]1[CH:5]=[C:6]([Cl:7])[Cl:8]. Conditions: temperature 100 celsius, time 3.5 hour. The reagents and catalysts are [Cu]I (copper(I) iodide), [Cu]I (copper(I) iodide). Product: CC1CC(C2=CC=C(C=C2C1)S(=O)(=O)C)=O (3-methyl-6-(methylsulfonyl)-3,4-dihydronaphthalen-1(2H)-one). Procedure: A mixture of 6-bromo-3-methyl-3,4-dihydronaphthalen-1(2H)-one (10 g, 41.8 mmol) methanesulfinic acid, sodium salt (16.7 g, 163.1 mmol), copper(I) iodide (3.18 g, 16.7 mmol), cesium carbonate (6.81 g, 20.9 mmol) and L-proline (3.85 g, 33.4 mmol) in DMSO (200 mL) was heated at 100° C., protected from light. After 3.5 hours, copper(I) iodide (1.59 g) and L-proline (1.9 g) were added and the reaction continued for 5 hours, and then stirred overnight at room temperature. The mixture was diluted with ... RXN SMILES: Br[C:2]1[CH:3]=[C:4]2[C:9](=[CH:10][CH:11]=1)[C:8](=[O:12])[CH2:7][CH:6]([CH3:13])[CH2:5]2.[Na].C(=O)([O-])[O-].[Cs+].[Cs+].N1CCC[C@H]1C(O)=[O:24].C[S:30]([CH3:32])=[O:31]>[Cu]I>[CH3:13][CH:6]1[CH2:5][C:4]2[C:9](=[CH:10][CH:11]=[C:2]([S:30]([CH3:32])(=[O:24])=[O:31])[CH:3]=2)[C:8](=[O:12])[CH2:7]1 |f:2.3.4,^1:13|. The solvent is ice water. Starting materials: BrC=1C=C2CC(CC(C2=CC1)=O)C (6-bromo-3-methyl-3,4-dihydronaphthalen-1(2H)-one), [Na] (sodium), C([O-])([O-])=O.[Cs+].[Cs+] (cesium carbonate), N1[C@H](C(=O)O)CCC1 (L-proline), CS(=O)C (DMSO), N1[C@H](C(=O)O)CCC1 (L-proline). Reactants: COC1=C(C(=O)O)C=CC=C1OC1CCN(CC1)C(=O)OC(C)(C)C (2-methoxy-(N-t-butyloxycarbonyl-4-piperidyloxy)benzoic acid), S(=O)(Cl)Cl (thionyl chloride). Reagents/catalysts: N1=CC=CC=C1 (pyridine). Solvent: C1CCOC1 (THF). Run at time 4 hour. The product is COC1=C(C(=O)Cl)C=CC=C1OC1CCN(CC1)C(=O)OC(C)(C)C (2-methoxy-(N-t-butyloxycarbonyl-4-piperidyloxy)benzoyl chloride). As a reaction SMILES: [CH3:1][O:2][C:3]1[C:11]([O:12][CH:13]2[CH2:18][CH2:17][N:16]([C:19]([O:21][C:22]([CH3:25])([CH3:24])[CH3:23])=[O:20])[CH2:15][CH2:14]2)=[CH:10][CH:9]=[CH:8][C:4]=1[C:5](O)=[O:6].S(Cl)([Cl:28])=O>C1COCC1.N1C=CC=CC=1>[CH3:1][O:2][C:3]1[C:11]([O:12][CH:13]2[CH2:18][CH2:17][N:16]([C:19]([O:21][C:22]([CH3:25])([CH3:24])[CH3:23])=[O:20])[CH2:15][CH2:14]2)=[CH:10][CH:9]=[CH:8][C:4]=1[C:5]([Cl:28])=[O:6]. Procedure details: To a solution of 2-methoxy-(N-t-butyloxycarbonyl-4-piperidyloxy)benzoic acid (3.2 g; 9.1 mmol) from Step 3 of Example 25 in THF was added thionyl chloride (1 mL; 13.7 mmol) and pyridine (2 drops) while under a nitrogen atmosphere. The solution was stirred for 4 hours and then concentrated under reduced pressure to dryness. The residue was suspended in ether and filtered, and the filtrate was concentrated to dryness to yield 2-methoxy-(N-t-butyloxycarbonyl-4-piperidyloxy)benzoyl chloride. Starting materials: CCOC(=O)Oc1ccc(F)c(F)c1F, O, O=[N+]([O-])O, O=S(=O)(O)O. Yields the product CCOC(=O)Oc1cc([N+](=O)[O-])c(F)c(F)c1F. As a reaction SMILES: [CH2:1]([CH3:2])[O:3][C:4](=[O:5])[O:6][c:7]1[c:8]([F:15])[c:9]([F:14])[c:10]([F:13])[cH:11][cH:12]1.[OH2:20].[OH:16][N+:17]([O-:18])=[O:19].[S:21](=[O:22])(=[O:23])([OH:24])[OH:25]>>[CH2:1]([CH3:2])[O:3][C:4](=[O:5])[O:6][c:7]1[c:8]([F:15])[c:9]([F:14])[c:10]([F:13])[c:11]([N+:17](=[O:16])[O-:18])[cH:12]1. Reaction SMILES: [CH:1]1[C:6]([C:7]2[CH:12]=C[C:10]3C(O[C:16](=O)[C:9]=3[CH:8]=2)=O)=[CH:5][C:4]2[C:18]([O:20][C:21](=[O:22])[C:3]=2[CH:2]=1)=[O:19].NCCC[Si](C)(C)[O:28][Si]([CH2:32][CH2:33][CH2:34][NH2:35])(C)C.N[C:39]1C=CC(OC2C=CC(C(C3C=CC(OC4C=CC(N)=CC=4)=CC=3)(C)C)=CC=2)=C[CH:40]=1.[C:69]1(=[O:79])[O:74][C:72](=[O:73])[C:71]2=[CH:75][CH:76]=[CH:77][CH:78]=[C:70]12.C[N:81]1[C:85](=O)[CH2:84][CH2:83][CH2:82]1>CO>[CH3:10][C:9]1([CH3:16])[C:83]2[CH:84]=[C:85]([NH2:81])[CH:39]=[CH:40][C:82]=2[C:7]([C:6]2[CH:32]=[CH:33][C:34]([NH2:35])=[CH:4][CH:5]=2)([CH3:12])[CH2:8]1.[CH:1]1[C:6]([C:7]([C:77]2[CH:76]=[CH:75][C:71]3[C:72]([O:74][C:69](=[O:79])[C:70]=3[CH:78]=2)=[O:73])=[O:28])=[CH:5][C:4]2[C:18]([O:20][C:21](=[O:22])[C:3]=2[CH:2]=1)=[O:19] |f:6.7|. Solvent: CO (methanol). The product is CC1(CC(C2=C1C=C(C=C2)N)(C)C3=CC=C(C=C3)N)C.C1=CC2=C(C=C1C(=O)C3=CC4=C(C=C3)C(=O)OC4=O)C(=O)OC2=O (polyimide resin). Reactants: C1=CC2=C(C=C1C3=CC4=C(C=C3)C(=O)OC4=O)C(=O)OC2=O (3,3,4,4-biphenyltetracarboxylic dianhydride), diamine, NC1=CC=C(OC2=CC=C(C=C2)C(C)(C)C2=CC=C(C=C2)OC2=CC=C(C=C2)N)C=C1 (2,2-bis[4-(4-aminophenoxy)-phenyl]propane), CN1CCCC1=O (NMP), dianhydride, NCCC[Si](O[Si](C)(C)CCCN)(C)C (1,3-bis(3-aminopropyl)-1,1,3,3-tetramethyldisiloxane), C1(C=2C(C(=O)O1)=CC=CC2)=O (phthalic anhydride). Procedure: In accordance with the procedure of Preparation Example 1, a polyimide resin solution was obtained using 288 grams (0.98 mol) of 3,3,4,4-biphenyltetracarboxylic dianhydride as a tetracarboxylic dianhydride component, 74.6 grams (0.3 mol) of 1,3-bis(3-aminopropyl)-1,1,3,3-tetramethyldisiloxane and 287.4 grams (0.7 mol) of 2,2-bis[4-(4-aminophenoxy)-phenyl]propane as diamine components, 6 grams (0.04 mol) of phthalic anhydride as a molecular weight modifier, and 2,600 grams of NMP as a solvent. Th...